Dataset: the Open Reaction Database (ORD), a public repository of structured organic reaction records. Task: describe an organic reaction: reactants, conditions, products, and yield The reactants are [Br-], Br, COC(=O)c1sc([N+]#N)cc1[NH-]. The product is COC(=O)c1sc(Br)cc1N. As a reaction SMILES: [Br-:13].[BrH:14].[N+:1](#[N:2])[c:3]1[cH:4][c:5]([NH-:12])[c:6]([C:8](=[O:9])[O:10][CH3:11])[s:7]1>>[c:3]1([Br:13])[cH:4][c:5]([NH2:12])[c:6]([C:8](=[O:9])[O:10][CH3:11])[s:7]1. Starting materials: C=CCOC(=O)C(N1C(=O)C(C(C)O[Si](C)(C)C(C)(C)C)C1C(C)C(=S)SC)=P(c1ccccc1)(c1ccccc1)c1ccccc1, Cc1ccccc1. The product is C=CCOC(=O)C1=C(SC)C(C)C2C(C(C)O[Si](C)(C)C(C)(C)C)C(=O)N12. RXN SMILES: [CH2:1]([CH:2]=[CH2:3])[O:4][C:5](=[O:6])[C:7](=[P:9]([c:10]1[cH:11][cH:12][cH:13][cH:14][cH:15]1)([c:16]1[cH:17][cH:18][cH:19][cH:20][cH:21]1)[c:22]1[cH:23][cH:24][cH:25][cH:26][cH:34]1)[N:27]1[C:28](=[O:47])[CH:29]([CH:37]([CH3:38])[O:39][Si:40]([CH3:41])([CH3:42])[C:43]([CH3:44])([CH3:45])[CH3:46])[CH:30]1[CH:31]([CH3:32])[C:33](=[S:8])[S:35][CH3:36].[CH3:48][c:49]1[cH:50][cH:51][cH:52][cH:53][cH:54]1>>[CH2:1]([CH:2]=[CH2:3])[O:4][C:5](=[O:6])[C:7]1=[C:33]([S:35][CH3:36])[CH:31]([CH3:32])[CH:30]2[N:27]1[C:28](=[O:47])[CH:29]2[CH:37]([CH3:38])[O:39][Si:40]([CH3:41])([CH3:42])[C:43]([CH3:44])([CH3:45])[CH3:46]. The reactants are C[Si](C)(C)[N-][Si](C)(C)C, c1ccc(-c2ccccc2P(C2CCCCC2)C2CCCCC2)cc1, Nc1nc(Nc2ccc(Oc3ccnc(Cl)c3)cc2)cc(-c2ccccc2)n1, Cl, [Li+], [Na+], O=C(C=Cc1ccccc1)C=Cc1ccccc1, O=C(C=Cc1ccccc1)C=Cc1ccccc1, O=C(C=Cc1ccccc1)C=Cc1ccccc1, [OH-], [Pd], [Pd]. Yields the product Nc1cc(Oc2ccc(Nc3cc(-c4ccccc4)nc(N)n3)cc2)ccn1. As a reaction SMILES: [CH3:55][Si:56]([N-:59][Si:57]([CH3:58])([CH3:60])[CH3:61])([CH3:62])[CH3:63].[CH:1]1([P:2]([CH:3]2[CH2:4][CH2:5][CH2:6][CH2:7][CH2:8]2)[c:9]2[cH:10][cH:11][cH:12][cH:13][c:14]2-[c:15]2[cH:16][cH:17][cH:18][cH:19][cH:20]2)[CH2:21][CH2:22][CH2:23][CH2:24][CH2:25]1.[Cl:26][c:27]1[n:28][cH:29][cH:30][c:31]([O:33][c:34]2[cH:35][cH:36][c:37]([NH:40][c:41]3[n:42][c:43]([NH2:53])[n:44][c:45](-[c:47]4[cH:48][cH:49][cH:50][cH:51][cH:52]4)[cH:46]3)[cH:38][cH:39]2)[cH:32]1.[ClH:64].[Li+:54].[Na+:66].[O:105]=[C:106]([CH:107]=[CH:108][c:109]1[cH:110][cH:111][cH:112][cH:113][cH:114]1)[CH:115]=[CH:116][c:117]1[cH:118][cH:119][cH:120][cH:121][cH:122]1.[O:69]=[C:70]([CH:71]=[CH:72][c:73]1[cH:74][cH:75][cH:76][cH:77][cH:78]1)[CH:79]=[CH:80][c:81]1[cH:82][cH:83][cH:84][cH:85][cH:86]1.[O:87]=[C:88]([CH:89]=[CH:90][c:91]1[cH:92][cH:93][cH:94][cH:95][cH:96]1)[CH:97]=[CH:98][c:99]1[cH:100][cH:101][cH:102][cH:103][cH:104]1.[OH-:65].[Pd:67].[Pd:68]>>[c:27]1([NH2:59])[n:28][cH:29][cH:30][c:31]([O:33][c:34]2[cH:35][cH:36][c:37]([NH:40][c:41]3[n:42][c:43]([NH2:53])[n:44][c:45](-[c:47]4[cH:48][cH:49][cH:50][cH:51][cH:52]4)[cH:46]3)[cH:38][cH:39]2)[cH:32]1. The reactants are COC(=O)c1cccc(CBr)c1, N#Cc1cccc(Cn2c(=O)cc(N3CCCC(N)C3)n(Cc3ccccc3C#N)c2=O)c1. The product is COC(=O)c1cccc(Cn2c(=O)cc(N3CCCC(N)C3)n(Cc3ccccc3C#N)c2=O)c1. Reaction SMILES: [CH3:34][O:35][C:36]([c:37]1[cH:38][c:39]([CH2:43][Br:44])[cH:40][cH:41][cH:42]1)=[O:45].[NH2:1][CH:2]1[CH2:3][N:4]([c:8]2[cH:9][c:10](=[O:33])[n:11]([CH2:24][c:25]3[cH:26][cH:27][cH:28][c:29]([C:30]#[N:31])[cH:32]3)[c:12](=[O:23])[n:13]2[CH2:14][c:15]2[c:16]([C:17]#[N:18])[cH:19][cH:20][cH:21][cH:22]2)[CH2:5][CH2:6][CH2:7]1>>[NH2:1][CH:2]1[CH2:3][N:4]([c:8]2[cH:9][c:10](=[O:33])[n:11]([CH2:43][c:39]3[cH:38][c:37]([C:36]([O:35][CH3:34])=[O:45])[cH:42][cH:41][cH:40]3)[c:12](=[O:23])[n:13]2[CH2:14][c:15]2[c:16]([C:17]#[N:18])[cH:19][cH:20][cH:21][cH:22]2)[CH2:5][CH2:6][CH2:7]1.